Dataset: the Open Reaction Database (ORD), a public repository of structured organic reaction records. Task: describe an organic reaction: reactants, conditions, products, and yield The reactants are FC(C(=O)O)(F)F (trifluoroacetic acid), C(#N)C1=C(C=C(C=N1)NC[C@H](C)NC(OC(C)(C)C)=O)NC1=NC(=CC(=C1)C)C (tert-butyl [(2S)-1-({6-cyano-5-[(4,6-dimethylpyridin-2-yl)amino]pyridin-3-yl}amino)propan-2-yl]carbamate). The solvent is C(Cl)Cl (DCM). Conditions: time 1 hour. Yields the product OC(=O)C(F)(F)F.N[C@H](CNC=1C=C(C(=NC1)C#N)NC1=NC(=CC(=C1)C)C)C (5-{[(2S)-2-aminopropyl]amino}-3-[(4,6-dimethylpyridin-2-yl)amino]pyridine-2-carbonitrile TFA salt). As a reaction SMILES: [C:1]([C:3]1[N:8]=[CH:7][C:6]([NH:9][CH2:10][C@@H:11]([NH:13]C(=O)OC(C)(C)C)[CH3:12])=[CH:5][C:4]=1[NH:21][C:22]1[CH:27]=[C:26]([CH3:28])[CH:25]=[C:24]([CH3:29])[N:23]=1)#[N:2].[F:30][C:31]([F:36])([F:35])[C:32]([OH:34])=[O:33]>C(Cl)Cl>[OH:34][C:32]([C:31]([F:36])([F:35])[F:30])=[O:33].[NH2:13][C@@H:11]([CH3:12])[CH2:10][NH:9][C:6]1[CH:5]=[C:4]([NH:21][C:22]2[CH:27]=[C:26]([CH3:28])[CH:25]=[C:24]([CH3:29])[N:23]=2)[C:3]([C:1]#[N:2])=[N:8][CH:7]=1 |f:3.4|. Procedure details: To a flask containing tert-butyl [(2S)-1-({6-cyano-5-[(4,6-dimethylpyridin-2-yl)amino]pyridin-3-yl}amino)propan-2-yl]carbamate (160 mg, 0.404 mmol) were added DCM (3 mL) and trifluoroacetic acid (0.3 mL). After 1 hour, the reaction mixture was concentrated under reduced pressure to afford 5-{[(2S)-2-aminopropyl]amino}-3-[(4,6-dimethylpyridin-2-yl)amino]pyridine-2-carbonitrile TFA salt. The material was used without further purification. MS ESI calc'd. for C16H21N6 [M+H]+ 297. found 297. Reactants: CCC=CCC1C(CCO)CCC12OCCO2, CC(C)=O, OCCN(CCO)CCO, Cc1ccc(S(=O)(=O)O)cc1. Product: CCC=CCC1C(=O)CCC1CCO. RXN SMILES: [CH2:1]1[O:2][C:3]2([CH:4]([CH2:11][CH:12]=[CH:13][CH2:14][CH3:15])[CH:5]([CH2:8][CH2:9][OH:10])[CH2:6][CH2:7]2)[O:17][CH2:16]1.[CH3:39][C:40](=[O:41])[CH3:42].[OH:29][CH2:30][CH2:31][N:32]([CH2:33][CH2:34][OH:35])[CH2:36][CH2:37][OH:38].[c:18]1([CH3:19])[cH:20][cH:21][c:22]([S:23]([OH:24])(=[O:25])=[O:26])[cH:27][cH:28]1>>[O:2]=[C:3]1[CH:4]([CH2:11][CH:12]=[CH:13][CH2:14][CH3:15])[CH:5]([CH2:8][CH2:9][OH:10])[CH2:6][CH2:7]1. Starting materials: [NH4+].[OH-] (NH4OH), COC1=CC=C(C=C1)S(=O)(=O)Cl (p-methoxybenzenesulfonyl chloride). Solvent: O1CCCC1 (tetrahydrofuran). Reaction conditions: temperature 70 celsius, time 30 minute. Product: COC1=CC=C(C=C1)S(=O)(=O)N (p-methoxybenzenesulfonamide). As a reaction SMILES: [NH4+:1].[OH-].[CH3:3][O:4][C:5]1[CH:10]=[CH:9][C:8]([S:11](Cl)(=[O:13])=[O:12])=[CH:7][CH:6]=1>O1CCCC1>[CH3:3][O:4][C:5]1[CH:10]=[CH:9][C:8]([S:11]([NH2:1])(=[O:13])=[O:12])=[CH:7][CH:6]=1 |f:0.1|. Procedure details: 25 ml of 25% NH4OH were added dropwise while cooling in an ice bath to a solution of 7.3 g of p-methoxybenzenesulfonyl chloride in 50 ml of tetrahydrofuran. Subsequently, the reaction mixture was stirred vigorously for 30 minutes at 70° C. (bath temperature). Thereafter, the tetrahydrofuran was distilled. The residue was extracted with ethyl acetate. There was obtained p-methoxybenzenesulfonamide which was converted into the potassium salt as described in Example 50. Starting materials: NC1CC1, CCN(C(C)C)C(C)C, CCC1c2nncn2-c2cnc(Cl)nc2N1C1CCCC1. The product is CCC1c2nncn2-c2cnc(NC3CC3)nc2N1C1CCCC1. RXN SMILES: [CH:22]1([NH2:25])[CH2:23][CH2:24]1.[CH:26]([N:27]([CH2:28][CH3:29])[CH:30]([CH3:31])[CH3:32])([CH3:33])[CH3:34].[Cl:1][c:2]1[n:3][c:4]2[c:9]([cH:10][n:11]1)-[n:8]1[c:7]([n:14][n:13][cH:12]1)[CH:6]([CH2:15][CH3:16])[N:5]2[CH:17]1[CH2:18][CH2:19][CH2:20][CH2:21]1>>[c:2]1([NH:25][CH:22]2[CH2:23][CH2:24]2)[n:3][c:4]2[c:9]([cH:10][n:11]1)-[n:8]1[c:7]([n:14][n:13][cH:12]1)[CH:6]([CH2:15][CH3:16])[N:5]2[CH:17]1[CH2:18][CH2:19][CH2:20][CH2:21]1. The reactants are C(CC(O)(C(=O)O)CC(=O)O)(=O)O (citric acid), C(C1=CC=CC=C1)(=O)C=1OC2=C(C1C)C(=C(C=C2)CCC)O (2-benzoyl-4-hydroxy-3-methyl-5-propylbenzofuran), [OH-].[K+] (potassium hydroxide), NN (hydrazine). The solvent is C(CO)O (ethylene glycol). The product is C(C1=CC=CC=C1)C=1OC2=C(C1C)C(=C(C=C2)CCC)O (2-benzyl-4-hydroxy-3-methyl-5-propylbenzofuran). The yield is 58.0%. RXN SMILES: [C:1]([C:9]1[O:10][C:11]2[CH:18]=[CH:17][C:16]([CH2:19][CH2:20][CH3:21])=[C:15]([OH:22])[C:12]=2[C:13]=1[CH3:14])(=O)[C:2]1[CH:7]=[CH:6][CH:5]=[CH:4][CH:3]=1.[OH-].[K+].NN.C(O)(=O)CC(CC(O)=O)(C(O)=O)O>C(O)CO>[CH2:1]([C:9]1[O:10][C:11]2[CH:18]=[CH:17][C:16]([CH2:19][CH2:20][CH3:21])=[C:15]([OH:22])[C:12]=2[C:13]=1[CH3:14])[C:2]1[CH:3]=[CH:4][CH:5]=[CH:6][CH:7]=1 |f:1.2|. Procedure: A mixture of 2-benzoyl-4-hydroxy-3-methyl-5-propylbenzofuran (1.2 g; 4 mmoles), potassium hydroxide pellets (1.5 g; 28 mmoles), ethylene glycol (25 ml) and 99% hydrazine (0.7 ml) was heated at 135°-155° C. for 3 hours. The mixture was cooled, acidified with 20% citric acid solution, extracted with ether, dried (Na2SO4), filtered, concentrated, and chromatographed to obtain 650 mg of the title compound as an oil which was crystallized from hexane. The reactants are Fc1cc(F)cc(Br)c1, COc1ccc(CO)cc1OC, [H-], [Na+], CN(C)C=O, O. Product: COc1ccc(COc2cc(F)cc(Br)c2)cc1OC. RXN SMILES: [Br:15][c:16]1[cH:17][c:18]([F:23])[cH:19][c:20]([F:22])[cH:21]1.[CH3:3][O:4][c:5]1[cH:6][c:7]([CH2:8][OH:9])[cH:10][cH:11][c:12]1[O:13][CH3:14].[H-:1].[Na+:2].[O:25]=[CH:26][N:27]([CH3:28])[CH3:29].[OH2:24]>>[CH3:3][O:4][c:5]1[cH:6][c:7]([CH2:8][O:9][c:20]2[cH:19][c:18]([F:23])[cH:17][c:16]([Br:15])[cH:21]2)[cH:10][cH:11][c:12]1[O:13][CH3:14].